Dataset: the Open Reaction Database (ORD), a public repository of structured organic reaction records. Task: describe an organic reaction: reactants, conditions, products, and yield Reactants: CO, [Cl-], COCOC(=O)CCCCCCc1ccc2ccccc2c1N, NO, [NH4+]. Product: Nc1c(CCCCCCC(=O)NO)ccc2ccccc12. RXN SMILES: [CH3:24][OH:25].[Cl-:28].[NH2:1][c:2]1[c:3]([CH2:12][CH2:13][CH2:14][CH2:15][CH2:16][CH2:17][C:18]([O:20][CH2:19][O:21][CH3:22])=[O:23])[cH:4][cH:5][c:6]2[cH:7][cH:8][cH:9][cH:10][c:11]12.[NH2:26][OH:27].[NH4+:29]>>[NH2:1][c:2]1[c:3]([CH2:12][CH2:13][CH2:14][CH2:15][CH2:16][CH2:17][C:18](=[O:20])[NH:26][OH:27])[cH:4][cH:5][c:6]2[cH:7][cH:8][cH:9][cH:10][c:11]12. Reactants: C(C)(C)(C)OC(=O)NC(=S)N (N-tert-butoxycarbonyl-thiourea), C(C)SC(CBr)=O (bromo-thioacetic acid S-ethyl ester). The solvent is C(C)O (ethanol), C(C)O (ethanol). Conditions: time 8 hour. Product: C(C)(C)(C)OC(NC=1SC=C(N1)SCC)=O ((4-ethylsulfanyl-thiazol-2yl)-carbamic acid tert-butyl ester). The yield is 58.1%. RXN SMILES: [C:1]([O:5][C:6]([NH:8][C:9]([NH2:11])=[S:10])=[O:7])([CH3:4])([CH3:3])[CH3:2].[CH2:12]([S:14][C:15](=O)[CH2:16]Br)[CH3:13]>C(O)C>[C:1]([O:5][C:6](=[O:7])[NH:8][C:9]1[S:10][CH:13]=[C:12]([S:14][CH2:15][CH3:16])[N:11]=1)([CH3:4])([CH3:2])[CH3:3]. Reported procedure: N-tert-butoxycarbonyl-thiourea (0.600 g, 3.40 mmole) was suspended in ethanol (5 mL) and the mixture was cooled in an ice-water bath. To this mixture was added a solution of bromo-thioacetic acid S-ethyl ester (0.880 g [75% pure]; 3.61 mmole) in ethanol (5 mL). Following completion of the addition, the mixture was warmed to room temperature and stirred overnight. After 20 hours, the reaction was concentrated. The residue was partitioned between methylene chloride and water. The organic phase was... Reactants: BrC1=CC(=C(C=C1)C)F (4-bromo-2-fluorotoluene), C(C)(C)(C)NS(=O)(=O)C1=C(C=CC=C1)B(O)O (2-(N-t-butylsulfamoyl)phenylboronic acid). Reagents/catalysts: [Pd] (palladium(0)). Product: FC=1C=C(C=CC1C)C1=C(C=CC=C1)S(NC(C)(C)C)(=O)=O (3-Fluoro-4-methyl-2'-(N-t-butylsulfamoyl)biphenyl). The yield is 92.0%. As a reaction SMILES: Br[C:2]1[CH:7]=[CH:6][C:5]([CH3:8])=[C:4]([F:9])[CH:3]=1.[C:10]([NH:14][S:15]([C:18]1[CH:23]=[CH:22][CH:21]=[CH:20][C:19]=1B(O)O)(=[O:17])=[O:16])([CH3:13])([CH3:12])[CH3:11]>[Pd]>[F:9][C:4]1[CH:3]=[C:2]([C:19]2[CH:20]=[CH:21][CH:22]=[CH:23][C:18]=2[S:15](=[O:17])(=[O:16])[NH:14][C:10]([CH3:11])([CH3:13])[CH3:12])[CH:7]=[CH:6][C:5]=1[CH3:8]. Procedure details: The palladium(0)-catalyzed coupling of 4-bromo-2-fluorotoluene with 2-(N-t-butylsulfamoyl)phenylboronic acid was carried out according to the procedure of Example 76, Step F. Purification of the crude product by flash chromatography (elution with hexane-EtOAc) gave a 92% yield of the title compound as an off-white foam (TLC in 4:1 hexane-EtOAc); mass spectrum (FAB) m/e 322 (M+1)+. Reactants: ClCCCl, CC(C)(C)C(NC(=O)OCc1ccccc1)C(=O)N1CC2CC1CN2, ClCCl, O, On1nnc2ccccc21, O=C(O)c1ccc(-c2ccccc2)cn1. The product is CC(C)(C)C(NC(=O)OCc1ccccc1)C(=O)N1CC2CC1CN2C(=O)c1ccc(-c2ccccc2)cn1. Reaction SMILES: [CH2:41]([Cl:42])[CH2:43][Cl:44].[CH:1]12[N:2]([C:8](=[O:9])[CH:10]([C:11]([CH3:12])([CH3:13])[CH3:14])[NH:15][C:16]([O:17][CH2:18][c:19]3[cH:20][cH:21][cH:22][cH:23][cH:24]3)=[O:25])[CH2:3][CH:4]([NH:5][CH2:6]1)[CH2:7]2.[Cl:55][CH2:56][Cl:57].[OH2:58].[OH:45][n:46]1[c:47]2[c:48]([cH:49][cH:50][cH:51][cH:52]2)[n:53][n:54]1.[c:26]1(-[c:32]2[cH:33][cH:34][c:35]([C:38](=[O:39])[OH:40])[n:36][cH:37]2)[cH:27][cH:28][cH:29][cH:30][cH:31]1>>[CH:1]12[N:2]([C:8](=[O:9])[CH:10]([C:11]([CH3:12])([CH3:13])[CH3:14])[NH:15][C:16]([O:17][CH2:18][c:19]3[cH:20][cH:21][cH:22][cH:23][cH:24]3)=[O:25])[CH2:3][CH:4]([N:5]([C:38]([c:35]3[cH:34][cH:33][c:32](-[c:26]4[cH:27][cH:28][cH:29][cH:30][cH:31]4)[cH:37][n:36]3)=[O:39])[CH2:6]1)[CH2:7]2. The reactants are C([O-])([O-])=O.[K+].[K+] (potassium carbonate), C(C1=CC=CC=C1)Cl (benzyl chloride), OC=1C=C(C(=O)O)C=CC1 (3-hydroxybenzoic acid). Solvent: CN(C=O)C (N,N-dimethylformamide). Conditions: time 8 hour. Yields the product OC=1C=C(C(=O)OCC2=CC=CC=C2)C=CC1 (benzyl 3-hydroxybenzoate). Isolated yield 57.8%. As a reaction SMILES: [OH:1][C:2]1[CH:3]=[C:4]([CH:8]=[CH:9][CH:10]=1)[C:5]([OH:7])=[O:6].C(=O)([O-])[O-].[K+].[K+].[CH2:17](Cl)[C:18]1[CH:23]=[CH:22][CH:21]=[CH:20][CH:19]=1>CN(C)C=O>[OH:1][C:2]1[CH:3]=[C:4]([CH:8]=[CH:9][CH:10]=1)[C:5]([O:7][CH2:17][C:18]1[CH:23]=[CH:22][CH:21]=[CH:20][CH:19]=1)=[O:6] |f:1.2.3|. Reported procedure: 4.14 g (30 mmol) of 3-hydroxybenzoic acid was dissolved in 250 ml of N,N-dimethylformamide, and 2.49 g (18 mmol) of potassium carbonate and 3.8 ml (33 mmol) of benzyl chloride were added, followed by stirring at room temperature overnight. After the reaction solution was concentrated under vacuum, the residue was dissolved in ethyl acetate and 5% aqueous solution of sodium hydrogencarbonate. The organic layer was washed with 5% aqueous solution of sodium hydrogencarbonate, distilled water, and t... Starting materials: COC=1C=C(C=CC1OC)C1CCCC(N1)CNCCO (2-{[6-(3,4-dimethoxy-phenyl)-piperidin-2-ylmethyl]-amino}-ethanol), C1(=CC=CC=C1)P(C1=CC=CC=C1)C1=CC=CC=C1 (triphenyl phosphine), N(=NC(=O)OCC)C(=O)OCC (diethyl azodicarboxylate). Run in C1CCOC1 (THF). Conditions: time 8 hour. Product: [NH4+].[OH-] (NH4OH), COC=1C=C(C=CC1OC)C1CCCC2N1CCNC2 (6-(3,4-dimethoxy-phenyl)-octahydropyrido[1,2-a]pyrazine), solid. The yield is 27.0%. Reaction SMILES: [CH3:1][O:2][C:3]1[CH:4]=[C:5]([CH:11]2[NH:16][CH:15]([CH2:17][NH:18][CH2:19][CH2:20]O)[CH2:14][CH2:13][CH2:12]2)[CH:6]=[CH:7][C:8]=1[O:9][CH3:10].C1(P(C2C=CC=CC=2)C2C=CC=CC=2)C=CC=CC=1.N(C(OCC)=O)=NC(OCC)=O>C1COCC1>[NH4+:16].[OH-:2].[CH3:1][O:2][C:3]1[CH:4]=[C:5]([CH:11]2[N:16]3[CH2:20][CH2:19][NH:18][CH2:17][CH:15]3[CH2:14][CH2:13][CH2:12]2)[CH:6]=[CH:7][C:8]=1[O:9][CH3:10] |f:4.5|. Procedure: To the solution of 3.4 g (11.6 mmoles, 1 eq) of 2-{[6-(3,4-dimethoxy-phenyl)-piperidin-2-ylmethyl]-amino}-ethanol and 0.20 g (17.5 mmoles, 1.5 eq) of triphenyl phosphine in 120 mL of THF, is added 1.9 mL (12.7 mmoles, 1.1 eq) of diethyl azodicarboxylate, and the reaction is stirred at room temperature overnight. At that time there is no starting material shown on TLC. After removal of the solvent, the residue is taken in ethyl acetate and extracted with 1 N HCl solution. The acidic aqueous is ba... Reactants: CCOC(=O)CBr, c1ccc(COc2ccc3[nH]ccc3c2)cc1, [H-], [Na+], CN(C)C=O, c1ccc2[nH]ccc2c1. Yields the product CCOC(=O)Cn1ccc2cc(OCc3ccccc3)ccc21. As a reaction SMILES: [Br:29][CH2:30][C:31](=[O:32])[O:33][CH2:34][CH3:35].[CH2:1]([c:2]1[cH:3][cH:4][cH:5][cH:6][cH:7]1)[O:8][c:9]1[cH:10][c:11]2[cH:12][cH:13][nH:14][c:15]2[cH:16][cH:17]1.[H-:18].[Na+:19].[O:36]=[CH:37][N:38]([CH3:39])[CH3:40].[nH:20]1[c:21]2[c:22]([cH:23][cH:24][cH:25][cH:26]2)[cH:27][cH:28]1>>[CH2:1]([c:2]1[cH:3][cH:4][cH:5][cH:6][cH:7]1)[O:8][c:9]1[cH:10][c:11]2[cH:12][cH:13][n:14]([CH2:30][C:31](=[O:32])[O:33][CH2:34][CH3:35])[c:15]2[cH:16][cH:17]1. Yields the product COC1=C(C(=O)C2CCNCC2)C=CC=C1O[Si](C(C)C)(C(C)C)C(C)C (4-(2-methoxy-3-triisopropylsilanyloxy-benzoyl) -piperidine). Run at time 2 hour. The solvent is FC(C(=O)O)(F)F (trifluoroacetic acid). Reported procedure: Stir and cool in an ice bath under nitrogen, 4-(2-methoxy-3-triisopropylsilanyloxy-benzoyl) -piperidine-1-carboxylic acid tert-butyl ester, Example 2B (5.71 g, 11.6 mmol) and add trifluoroacetic acid (30 mL). Remove the cold bath after 10 minutes. After 2 h, concentrate the reaction under vacuum at 40-45° C. and then pour into saturated aqueous NaHCO3. Extract the basic layer with CH2Cl2 (2×200 mL), dry (Na2SO4), and concentrate under vacuum to an oil, which eventually solidifies to afford 4-(2-... Reaction SMILES: C(OC([N:8]1[CH2:13][CH2:12][CH:11]([C:14](=[O:34])[C:15]2[CH:20]=[CH:19][CH:18]=[C:17]([O:21][Si:22]([CH:29]([CH3:31])[CH3:30])([CH:26]([CH3:28])[CH3:27])[CH:23]([CH3:25])[CH3:24])[C:16]=2[O:32][CH3:33])[CH2:10][CH2:9]1)=O)(C)(C)C.C([O-])(O)=O.[Na+]>FC(F)(F)C(O)=O>[CH3:33][O:32][C:16]1[C:17]([O:21][Si:22]([CH:23]([CH3:25])[CH3:24])([CH:29]([CH3:31])[CH3:30])[CH:26]([CH3:28])[CH3:27])=[CH:18][CH:19]=[CH:20][C:15]=1[C:14]([CH:11]1[CH2:10][CH2:9][NH:8][CH2:13][CH2:12]1)=[O:34] |f:1.2|. The reactants are C(C)(C)(C)OC(=O)N1CCC(CC1)C(C1=C(C(=CC=C1)O[Si](C(C)C)(C(C)C)C(C)C)OC)=O (4-(2-methoxy-3-triisopropylsilanyloxy-benzoyl) -piperidine-1-carboxylic acid tert-butyl ester), Example 2B, C(=O)(O)[O-].[Na+] (NaHCO3). The reactants are COC=1C=C(N)C=CC1 (3-methoxyaniline), C(=O)([O-])[O-].[K+].[K+] (K2CO3), FC1=C(C(=O)O)C=C(C=C1)C1=CC(=CC=C1)F (2-fluoro-5-(3-fluorophenyl)benzoic acid). Run in C1CCOC1 (THF), O=S(Cl)Cl (SOCl2). Run at temperature 65 celsius, time 2 hour. Product: FC1=C(C(=O)NC2=CC(=CC=C2)OC)C=C(C=C1)C1=CC(=CC=C1)F (2-Fluoro-5-(3-fluorophenyl)-N-(3-methoxyphenyl)benzamide). The yield is 90.0%. As a reaction SMILES: [F:1][C:2]1[CH:10]=[CH:9][C:8]([C:11]2[CH:16]=[CH:15][CH:14]=[C:13]([F:17])[CH:12]=2)=[CH:7][C:3]=1[C:4]([OH:6])=O.[CH3:18][O:19][C:20]1[CH:21]=[C:22]([CH:24]=[CH:25][CH:26]=1)[NH2:23].C([O-])([O-])=O.[K+].[K+]>O=S(Cl)Cl.C1COCC1>[F:1][C:2]1[CH:10]=[CH:9][C:8]([C:11]2[CH:16]=[CH:15][CH:14]=[C:13]([F:17])[CH:12]=2)=[CH:7][C:3]=1[C:4]([NH:23][C:22]1[CH:24]=[CH:25][CH:26]=[C:20]([O:19][CH3:18])[CH:21]=1)=[O:6] |f:2.3.4|. Procedure details: A mixture of 2-fluoro-5-(3-fluorophenyl)benzoic acid (intermediate III(a)) (500 mg, 2.10 mmol, 1.0 eq) in SOCl2 (5 mL) was heated at 65° C. under N2 for 1 h. The solution was then evaporated in vacuo and the remaining residue dissolved in CH2Cl2 and added dropwise to a mixture of 3-methoxyaniline (220 mg. 1.9 mmol, 0.9 eq) and K2CO3 (1.4 g, 10.1 mmol, 5.0 eq) in THF (10 mL) at 0° C. The reaction was allowed to warm to room temperature and stirred for 2 h. The reaction was quenched with water and... The reactants are CC(C)(C)OC(=O)N1CCC(CCC(=O)O)CC1, Nc1nc2ccc(OS(=O)(=O)c3ccc(F)cc3)cc2s1. Product: CC(C)(C)OC(=O)N1CCC(CCC(=O)Nc2nc3ccc(OS(=O)(=O)c4ccc(F)cc4)cc3s2)CC1. As a reaction SMILES: [C:22](=[O:23])([O:24][C:25]([CH3:26])([CH3:27])[CH3:28])[N:29]1[CH2:30][CH2:31][CH:32]([CH2:35][CH2:36][C:37](=[O:38])[OH:39])[CH2:33][CH2:34]1.[NH2:1][c:2]1[s:3][c:4]2[c:5]([n:6]1)[cH:7][cH:8][c:9]([O:11][S:12](=[O:13])(=[O:14])[c:15]1[cH:16][cH:17][c:18]([F:21])[cH:19][cH:20]1)[cH:10]2>>[NH:1]([c:2]1[s:3][c:4]2[c:5]([n:6]1)[cH:7][cH:8][c:9]([O:11][S:12](=[O:13])(=[O:14])[c:15]1[cH:16][cH:17][c:18]([F:21])[cH:19][cH:20]1)[cH:10]2)[C:37]([CH2:36][CH2:35][CH:32]1[CH2:31][CH2:30][N:29]([C:22](=[O:23])[O:24][C:25]([CH3:26])([CH3:27])[CH3:28])[CH2:34][CH2:33]1)=[O:38].